From a dataset of the Open Reaction Database (ORD), a public repository of structured organic reaction records. describe an organic reaction: reactants, conditions, products, and yield The reactants are C[S+](C)(C)=O, [H-], [I-], [Na+], CN(C)C=O, O=C1Nc2ccccc2C1=Cc1ccc2[nH]ncc2c1. Yields the product O=C1Nc2ccccc2C12CC2c1ccc2[nH]ncc2c1. As a reaction SMILES: [CH3:2][S+:3]([CH3:4])([CH3:5])=[O:6].[H-:7].[I-:1].[Na+:8].[O:29]=[CH:30][N:31]([CH3:32])[CH3:33].[nH:9]1[n:10][cH:11][c:12]2[cH:13][c:14]([CH:18]=[C:19]3[C:20](=[O:28])[NH:21][c:22]4[cH:23][cH:24][cH:25][cH:26][c:27]43)[cH:15][cH:16][c:17]12>>[CH2:2]1[CH:18]([c:14]2[cH:13][c:12]3[cH:11][n:10][nH:9][c:17]3[cH:16][cH:15]2)[C:19]12[C:20](=[O:28])[NH:21][c:22]1[cH:23][cH:24][cH:25][cH:26][c:27]12. The reactants are CC1(CCCCC1)C1=CC=C(C=C1)O (4-(1-methylcyclohexyl)phenol), Cl (hydrochloric acid), [H][H] (hydrogen). Reagents/catalysts: [Rh] (rhodium). Run in CO (methanol). Yields the product CC1(CCCCC1)[C@H]1CC[C@H](CC1)O (cis-4-(1 -Methylcyclohexyl)cyclohexanol). RXN SMILES: [CH3:1][C:2]1([C:8]2[CH:13]=[CH:12][C:11]([OH:14])=[CH:10][CH:9]=2)[CH2:7][CH2:6][CH2:5][CH2:4][CH2:3]1.Cl.[H][H]>CO.[Rh]>[CH3:1][C:2]1([C@@H:8]2[CH2:9][CH2:10][C@H:11]([OH:14])[CH2:12][CH2:13]2)[CH2:7][CH2:6][CH2:5][CH2:4][CH2:3]1. Procedure: 56.1 g (0.29 mol) of 4-(1-methylcyclohexyl)phenol (from 1-methylcyclohexene and phenol in accordance with Chem. Ber. 57 (1924) 857) in 200 ml of methanol to which 1 ml of concentrated hydrochloric acid had been added were hydrogenated at 50° C. with 150 bar of hydrogen in the presence of 5 g of rhodium (5% on charcoal). After removal of the catalyst by filtration with suction, and concentration, 56.1 g (98.5% of theory) remained of an almost pure cis alcohol as a colorless solid. Reaction SMILES: [CH3:28][N:29]([CH3:30])[CH:31]=[O:32].[Cl-:37].[Cl:38][CH2:39][Cl:40].[F:1][S:2](=[O:3])(=[O:4])[c:5]1[cH:6][c:7]([C:8](=[O:9])[NH:10][c:11]2[c:12]3[cH:13][cH:14][c:15]([C:22](=[O:23])[OH:24])[c:16]([OH:21])[c:17]3[cH:18][cH:19][cH:20]2)[cH:25][cH:26][cH:27]1.[S:33]([Cl:34])([Cl:35])=[O:36]>>[F:1][S:2](=[O:3])(=[O:4])[c:5]1[cH:6][c:7]([C:8](=[O:9])[NH:10][c:11]2[c:12]3[cH:13][cH:14][c:15]([C:22](=[O:23])[Cl:35])[c:16]([OH:21])[c:17]3[cH:18][cH:19][cH:20]2)[cH:25][cH:26][cH:27]1. Yields the product O=C(Nc1cccc2c(O)c(C(=O)Cl)ccc12)c1cccc(S(=O)(=O)F)c1. Reactants: CN(C)C=O, [Cl-], ClCCl, O=C(Nc1cccc2c(O)c(C(=O)O)ccc12)c1cccc(S(=O)(=O)F)c1, O=S(Cl)Cl. The reactants are NC[C@@H]1[C@H]2CC(C[C@H]2CN1C(=O)C=1N=C(SC1C=1C=C(C=CC1)C)C)C ([(1S,2S,5R)-2-aminomethyl-7-methyl-3-aza-bicyclo[3.3.0]oct-3-yl]-(2-methyl-5-m-tolyl-thiazol-4-yl)-methanone), BrC1=CC(=NC=C1)C(=O)O (4-bromo-pyridine-2-carboxylic acid). Product: CC1C[C@H]2CN([C@@H]([C@H]2C1)CNC(=O)C1=NC=CC(=C1)Br)C(=O)C=1N=C(SC1C=1C=C(C=CC1)C)C (4-Bromo-pyridine-2-carboxylic acid-(1S,2S,5R)-[7-methyl-3-(2-methyl-5-m-tolyl-thiazole-4-carbonyl)-3-aza-bicyclo[3.3.0]oct-2-ylmethyl]-amide). As a reaction SMILES: [NH2:1][CH2:2][C@H:3]1[N:10]([C:11]([C:13]2[N:14]=[C:15]([CH3:25])[S:16][C:17]=2[C:18]2[CH:19]=[C:20]([CH3:24])[CH:21]=[CH:22][CH:23]=2)=[O:12])[CH2:9][C@H:8]2[C@@H:4]1[CH2:5][CH:6]([CH3:26])[CH2:7]2.[Br:27][C:28]1[CH:33]=[CH:32][N:31]=[C:30]([C:34](O)=[O:35])[CH:29]=1>>[CH3:26][CH:6]1[CH2:5][C@H:4]2[C@H:8]([CH2:9][N:10]([C:11]([C:13]3[N:14]=[C:15]([CH3:25])[S:16][C:17]=3[C:18]3[CH:19]=[C:20]([CH3:24])[CH:21]=[CH:22][CH:23]=3)=[O:12])[C@@H:3]2[CH2:2][NH:1][C:34]([C:30]2[CH:29]=[C:28]([Br:27])[CH:33]=[CH:32][N:31]=2)=[O:35])[CH2:7]1. Reported procedure: prepared by reaction of [(1S,2S,5R)-2-aminomethyl-7-methyl-3-aza-bicyclo[3.3.0]oct-3-yl]-(2-methyl-5-m-tolyl-thiazol-4-yl)-methanone with 4-bromo-pyridine-2-carboxylic acid. Reactants: FC=1C=C(C=CC1F)S(=O)(=O)N1C=C(C=C1C=1C(=NC=CC1)F)CN(C(OC(C)(C)C)=O)C (tert-butyl ({1-[(3,4-difluorophenyl)sulfonyl]-5-(2-fluoropyridin-3-yl)-1H-pyrrol-3-yl}methyl)methylcarbamate), C(C)(=O)OCC.Cl (hydrogen chloride-ethyl acetate). Run in C(C)O (ethanol). Run at time 3 hour. The product is Cl.FC=1C=C(C=CC1F)S(=O)(=O)N1C=C(C=C1C=1C(=NC=CC1)F)CNC (1-{1-[(3,4-difluorophenyl)sulfonyl]-5-(2-fluoropyridin-3-yl)-1H-pyrrol-3-yl}-N-methylmethanamine hydrochloride). The yield is 52.0%. RXN SMILES: [F:1][C:2]1[CH:3]=[C:4]([S:9]([N:12]2[C:16]([C:17]3[C:18]([F:23])=[N:19][CH:20]=[CH:21][CH:22]=3)=[CH:15][C:14]([CH2:24][N:25](C)[C:26](=O)OC(C)(C)C)=[CH:13]2)(=[O:11])=[O:10])[CH:5]=[CH:6][C:7]=1[F:8].C(OCC)(=O)C.[ClH:40]>C(O)C>[ClH:40].[F:1][C:2]1[CH:3]=[C:4]([S:9]([N:12]2[C:16]([C:17]3[C:18]([F:23])=[N:19][CH:20]=[CH:21][CH:22]=3)=[CH:15][C:14]([CH2:24][NH:25][CH3:26])=[CH:13]2)(=[O:11])=[O:10])[CH:5]=[CH:6][C:7]=1[F:8] |f:1.2,4.5|. Procedure details: To a solution of tert-butyl ({1-[(3,4-difluorophenyl)sulfonyl]-5-(2-fluoropyridin-3-yl)-1H-pyrrol-3-yl}methyl)methylcarbamate (468 mg) in ethanol (2 mL) was added 4 mol/L hydrogen chloride-ethyl acetate solution (2 mL), and the mixture was stirred at room temperature for 3 hr. The solvent was concentrated under reduced pressure, and the residue was recrystallized from ethanol to give the title compound (yield 210 mg, 52%). Starting materials: C1CCOC1, [Cl-], Cn1ncc(C(=O)Cl)c1Cl, Nc1cccc(C(=O)c2ccc3c(c2)NC(=O)C3)c1. Yields the product Cn1ncc(C(=O)Nc2cccc(C(=O)c3ccc4c(c3)NC(=O)C4)c2)c1Cl. RXN SMILES: [CH2:31]1[O:32][CH2:33][CH2:34][CH2:35]1.[Cl-:30].[Cl:1][c:2]1[c:3]([C:8](=[O:9])[Cl:10])[cH:4][n:5][n:6]1[CH3:7].[NH2:11][c:12]1[cH:13][c:14]([C:15](=[O:16])[c:17]2[cH:18][cH:19][c:20]3[c:24]([cH:25]2)[NH:23][C:22](=[O:26])[CH2:21]3)[cH:27][cH:28][cH:29]1>>[Cl:1][c:2]1[c:3]([C:8](=[O:9])[NH:11][c:12]2[cH:13][c:14]([C:15](=[O:16])[c:17]3[cH:18][cH:19][c:20]4[c:24]([cH:25]3)[NH:23][C:22](=[O:26])[CH2:21]4)[cH:27][cH:28][cH:29]2)[cH:4][n:5][n:6]1[CH3:7]. Reaction SMILES: [CH2:31]([CH3:32])[Br:33].[F:3][c:4]1[cH:5][c:6]([N:20]2[C:21](=[O:30])[O:22][CH:23]([CH2:25][NH:26][C:27]([CH3:28])=[O:29])[CH2:24]2)[cH:7][c:8]([F:19])[c:9]1[N:10]1[CH2:11][C:12]2([CH2:13][CH2:14]2)[C:15](=[N:17][OH:18])[CH2:16]1.[K+:2].[O:34]=[CH:35][N:36]([CH3:37])[CH3:38].[OH-:1]>>[F:3][c:4]1[cH:5][c:6]([N:20]2[C:21](=[O:30])[O:22][CH:23]([CH2:25][NH:26][C:27]([CH3:28])=[O:29])[CH2:24]2)[cH:7][c:8]([F:19])[c:9]1[N:10]1[CH2:11][C:12]2([CH2:13][CH2:14]2)[C:15](=[N:17][O:18][CH2:31][CH3:32])[CH2:16]1. Starting materials: CCBr, CC(=O)NCC1CN(c2cc(F)c(N3CC(=NO)C4(CC4)C3)c(F)c2)C(=O)O1, [K+], CN(C)C=O, [OH-]. Product: CCON=C1CN(c2c(F)cc(N3CC(CNC(C)=O)OC3=O)cc2F)CC12CC2.